Dataset: the Open Reaction Database (ORD), a public repository of structured organic reaction records. Task: describe an organic reaction: reactants, conditions, products, and yield The reactants are Cl.N1(CCCC1)C[C@H]1N(CCC1)C(=O)C=1C=C2C=C(NC2=CC1)C(=O)O (5-((S)-2-pyrrolidin-1-ylmethyl-pyrrolidine-1-carbonyl)-1H-indole-2-carboxylic acid hydrochloride), F[B-](F)(F)F.N1(N=NC2=C1C=CC=C2)OC(=[N+](C)C)N(C)C (O-(benzotriazol-1-yl)-N,N,N′,N′-tetramethyluronium tetrafluoroborate), FC1(CCNCC1)F (4,4-difluoropiperidine), C(C)(C)N(C(C)C)CC (N,N-diisopropylethylamine). The solvent is CN(C=O)C (N,N-dimethylformamide). The product is FC1(CCN(CC1)C(=O)C=1NC2=CC=C(C=C2C1)C(=O)N1[C@@H](CCC1)CN1CCCC1)F ([2-(4,4-Difluoro-piperidine-1-carbonyl)-1H-indol-5-yl]-((S)-2-pyrrolidin-1-ylmethyl-pyrrolidin-1-yl)-methanone). The yield is 74.0%. RXN SMILES: Cl.[N:2]1([CH2:7][C@@H:8]2[CH2:12][CH2:11][CH2:10][N:9]2[C:13]([C:15]2[CH:16]=[C:17]3[C:21](=[CH:22][CH:23]=2)[NH:20][C:19]([C:24]([OH:26])=O)=[CH:18]3)=[O:14])[CH2:6][CH2:5][CH2:4][CH2:3]1.F[B-](F)(F)F.N1(OC(N(C)C)=[N+](C)C)C2C=CC=CC=2N=N1.[F:49][C:50]1([F:56])[CH2:55][CH2:54][NH:53][CH2:52][CH2:51]1.C(N(CC)C(C)C)(C)C>CN(C)C=O>[F:49][C:50]1([F:56])[CH2:55][CH2:54][N:53]([C:24]([C:19]2[NH:20][C:21]3[C:17]([CH:18]=2)=[CH:16][C:15]([C:13]([N:9]2[CH2:10][CH2:11][CH2:12][C@H:8]2[CH2:7][N:2]2[CH2:3][CH2:4][CH2:5][CH2:6]2)=[O:14])=[CH:23][CH:22]=3)=[O:26])[CH2:52][CH2:51]1 |f:0.1,2.3|. Reported procedure: The title compound was synthesized in analogy to example 1, from 5-((S)-2-pyrrolidin-1-ylmethyl-pyrrolidine-1-carbonyl)-1H-indole-2-carboxylic acid hydrochloride, O-(benzotriazol-1-yl)-N,N,N′,N′-tetramethyluronium tetrafluoroborate (commercially available), 4,4-difluoropiperidine (commercially available) and N,N-diisopropylethylamine in N,N-dimethylformamide, to give the desired product as a light yellow solid (74%). Reactants: CN(C)C(=O)C(Cc1ccc(Oc2ccc(C(=O)O)cn2)cc1)NC(=O)OC(C)(C)C, CN1CCOCC1, CC(=O)O, Cl, NO, CN(C)C=O. As a reaction SMILES: [C:1]([CH3:2])([CH3:3])([CH3:4])[O:5][C:6](=[O:7])[NH:8][CH:9]([CH2:10][c:11]1[cH:12][cH:13][c:14]([O:15][c:16]2[n:17][cH:18][c:19]([C:20](=[O:21])[OH:22])[cH:23][cH:24]2)[cH:25][cH:26]1)[C:27]([N:28]([CH3:29])[CH3:30])=[O:31].[CH3:32][N:33]1[CH2:34][CH2:35][O:36][CH2:37][CH2:38]1.[CH3:42][C:43](=[O:44])[OH:45].[ClH:39].[NH2:40][OH:41].[O:46]=[CH:47][N:48]([CH3:49])[CH3:50]>>[C:1]([CH3:2])([CH3:3])([CH3:4])[O:5][C:6](=[O:7])[NH:8][CH:9]([CH2:10][c:11]1[cH:12][cH:13][c:14]([O:15][c:16]2[n:17][cH:18][c:19]([C:20](=[O:22])[NH:40][OH:41])[cH:23][cH:24]2)[cH:25][cH:26]1)[C:27]([N:28]([CH3:29])[CH3:30])=[O:31]. Yields the product CN(C)C(=O)C(Cc1ccc(Oc2ccc(C(=O)NO)cn2)cc1)NC(=O)OC(C)(C)C. Starting materials: BrC=1C=NC(=NC1)C=1N=NN(C1)C1C(N(C2=C(CC1)C(=CC=C2)F)CC(F)(F)F)=O (3-[4-(5-Bromopyrimidin-2-yl)-1H-1,2,3-triazol-1-yl]-6-fluoro-1-(2,2,2-trifluoroethyl)-1,3,4,5-tetrahydro-2H-1-benzazepin-2-one), CC(C)C1=CC(=C(C(=C1)C(C)C)C2=C(C=CC=C2)P(C3CCCCC3)C4CCCCC4)C(C)C (X-phos), N1=CC=C(C=C1)B(O)O (4-pyridineboronic acid), C([O-])([O-])=O.[Cs+].[Cs+] (cesium carbonate). Reagents/catalysts: C=1C=CC(=CC1)/C=C/C(=O)/C=C/C2=CC=CC=C2.C=1C=CC(=CC1)/C=C/C(=O)/C=C/C2=CC=CC=C2.C=1C=CC(=CC1)/C=C/C(=O)/C=C/C2=CC=CC=C2.[Pd].[Pd] (Pd2(dba)3). The solvent is CCOC(=O)C (EtOAc), O (water), O1CCOCC1 (1,4-dioxane). Product: FC1=CC=CC2=C1CCC(C(N2CC(F)(F)F)=O)N2N=NC(=C2)C2=NC=C(C=N2)C2=CC=NC=C2 (6-fluoro-3-{4-[5-(pyridin-4-yl)pyrimidin-2-yl]-1H-1,2,3-triazol-1-yl}-1-(2,2,2-trifluoroethyl)-1,3,4,5-tetrahydro-2H-1-benzazepin-2-one). Reaction SMILES: Br[C:2]1[CH:3]=[N:4][C:5]([C:8]2[N:9]=[N:10][N:11]([CH:13]3[CH2:19][CH2:18][C:17]4[C:20]([F:24])=[CH:21][CH:22]=[CH:23][C:16]=4[N:15]([CH2:25][C:26]([F:29])([F:28])[F:27])[C:14]3=[O:30])[CH:12]=2)=[N:6][CH:7]=1.[N:31]1[CH:36]=[CH:35][C:34](B(O)O)=[CH:33][CH:32]=1.C(=O)([O-])[O-].[Cs+].[Cs+].CC(C1C=C(C(C)C)C(C2C=CC=CC=2P(C2CCCCC2)C2CCCCC2)=C(C(C)C)C=1)C>CCOC(C)=O.C1C=CC(/C=C/C(/C=C/C2C=CC=CC=2)=O)=CC=1.C1C=CC(/C=C/C(/C=C/C2C=CC=CC=2)=O)=CC=1.C1C=CC(/C=C/C(/C=C/C2C=CC=CC=2)=O)=CC=1.[Pd].[Pd].O1CCOCC1.O>[F:24][C:20]1[C:17]2[CH2:18][CH2:19][CH:13]([N:11]3[CH:12]=[C:8]([C:5]4[N:4]=[CH:3][C:2]([C:34]5[CH:35]=[CH:36][N:31]=[CH:32][CH:33]=5)=[CH:7][N:6]=4)[N:9]=[N:10]3)[C:14](=[O:30])[N:15]([CH2:25][C:26]([F:29])([F:28])[F:27])[C:16]=2[CH:23]=[CH:22][CH:21]=1 |f:2.3.4,7.8.9.10.11|. Reported procedure: 3-[4-(5-Bromopyrimidin-2-yl)-1H-1,2,3-triazol-1-yl]-6-fluoro-1-(2,2,2-trifluoroethyl)-1,3,4,5-tetrahydro-2H-1-benzazepin-2-one (75 mg, 0.155 mmol), 4-pyridineboronic acid (28.5 mg, 0.232 mmol), Pd2(dba)3 (7.08 mg, 7.73 μmol), cesium carbonate (101 mg, 0.309 mmol), and X-phos (7.37 mg, 0.015 mmol) were combined in a microwave vial along with water (0.5 mL) and 1,4-dioxane (0.9 mL). The vessel was irradiated for 15 mins at 140° C. The vial was allowed to cool before being diluted with EtOAc and sy... Starting materials: compound 1D, OCC1=CC=2NC([C@@H](N(C2N=C1)C(C)C)C)=O ((S)-7-(hydroxymethyl)-4-isopropyl-3-methyl-3,4-dihydropyrido[3,2-b]pyrazin-2(1H)-one), ClC1=CC=C(C=C1)C=1CCNCC1 (4-(4-chlorophenyl)-1,2,3,6-tetrahydropyridine). Product: ClC1=CC=C(C=C1)C1=CCN(CC1)CC1=CC=2NC([C@@H](N(C2N=C1)C(C)C)C)=O ((S)-7-((4-(4-chlorophenyl)-5,6-dihydropyridin-1(2H)-yl)methyl)-4-isopropyl-3-methyl-3,4-dihydropyrido[3,2-b]pyrazin-2(1H)-one). RXN SMILES: O[CH2:2][C:3]1[CH:12]=[N:11][C:10]2[N:9]([CH:13]([CH3:15])[CH3:14])[C@@H:8]([CH3:16])[C:7](=[O:17])[NH:6][C:5]=2[CH:4]=1.[Cl:18][C:19]1[CH:24]=[CH:23][C:22]([C:25]2[CH2:26][CH2:27][NH:28][CH2:29][CH:30]=2)=[CH:21][CH:20]=1>>[Cl:18][C:19]1[CH:24]=[CH:23][C:22]([C:25]2[CH2:30][CH2:29][N:28]([CH2:2][C:3]3[CH:12]=[N:11][C:10]4[N:9]([CH:13]([CH3:15])[CH3:14])[C@@H:8]([CH3:16])[C:7](=[O:17])[NH:6][C:5]=4[CH:4]=3)[CH2:27][CH:26]=2)=[CH:21][CH:20]=1. Reported procedure: Compound 60 was prepared using a procedure analogous to that described in connection with compound 1D, except that (S)-7-(hydroxymethyl)-4-isopropyl-3-methyl-3,4-dihydropyrido[3,2-b]pyrazin-2(1H)-one was used instead of (S)-3-(hydroxymethyl)-6a,7,8,9-tetrahydropyrido[3,2-e]pyrrolo[1,2-a]pyrazin-6(5H)-one and 4-(4-chlorophenyl)-1,2,3,6-tetrahydropyridine was used instead of 1-(4-chlorophenyl)piperazine. 1H NMR (CHLOROFORM-d) δ (ppm): 8.33 (s, 1H), 7.84 (d, J=1.8 Hz, 1H), 7.21-7.36 (m, 4H), 7.04 (... Starting materials: C=O (Formaldehyde), C(C)NCC (diethylamine), COC=1C=C(C(=O)O)C=CC1 (3-methoxy-benzoic acid), Cl (HCl). Reaction conditions: temperature 100 celsius, time 30 minute. Product: COC1=CC=C2COC(C2=C1)=O (6-Methoxy-3H-isobenzofuran-1-one). Yield: 32.6%. Reaction SMILES: C=O.[CH3:3][O:4][C:5]1[CH:6]=[C:7]([CH:11]=[CH:12][CH:13]=1)[C:8]([OH:10])=[O:9].Cl.[CH2:15](NCC)C>>[CH3:3][O:4][C:5]1[CH:6]=[C:7]2[C:11]([CH2:15][O:9][C:8]2=[O:10])=[CH:12][CH:13]=1. Procedure details: Formaldehyde 48% v/v (65 ml, 0.86 moles) under stirring, then 3-methoxy-benzoic acid (100 g, 0.66 moles) were added to concentrated HCl (1 l) and the mixture was heated at 100° C. by checking the development of gas for 30 minutes. The cooling of the mixture brought to the formation of a precipitate which was filtered and put aside, while the mixture was washed with water, then with 5% NaOH. The new precipitate was extracted twice with CH2Cl2, the extract was anhydrified, concentrated, joined to ... The reactants are C1CCOC1, ClCCCl, CNC, CC(C)(C)OC(=O)N1CCN(c2ccccc2C=O)CC1. The product is CN(C)Cc1ccccc1N1CCN(C(=O)OC(C)(C)C)CC1. RXN SMILES: [CH2:25]1[O:26][CH2:27][CH2:28][CH2:29]1.[CH2:30]([Cl:31])[CH2:32][Cl:33].[CH3:22][NH:23][CH3:24].[CH:1](=[O:2])[c:3]1[c:4]([N:9]2[CH2:10][CH2:11][N:12]([C:15](=[O:16])[O:17][C:18]([CH3:19])([CH3:20])[CH3:21])[CH2:13][CH2:14]2)[cH:5][cH:6][cH:7][cH:8]1>>[CH2:1]([c:3]1[c:4]([N:9]2[CH2:10][CH2:11][N:12]([C:15](=[O:16])[O:17][C:18]([CH3:19])([CH3:20])[CH3:21])[CH2:13][CH2:14]2)[cH:5][cH:6][cH:7][cH:8]1)[N:23]([CH3:22])[CH3:24].